From a dataset of the Open Reaction Database (ORD), a public repository of structured organic reaction records. describe an organic reaction: reactants, conditions, products, and yield Starting materials: ClC1=C(C=C(C=C1)[N+](=O)[O-])[N+](=O)[O-] (Chloro-2,4-dinitrobenzene), CN1C(CCC1)CCN (2-(1-methylpyrrolidin-2-yl)ethanamine). Solvent: CCO (EtOH). Run at temperature 40 celsius, time 24 hour. Yields the product powder 31, [N+](=O)([O-])C1=C(C=CC(=C1)[N+](=O)[O-])NCCC1N(CCC1)C ((2,4-Dinitro-phenyl)-[2-(1-methyl-pyrrolidin-2-yl)-ethyl]-amine). Isolated yield 67.4%. RXN SMILES: Cl[C:2]1[CH:7]=[CH:6][C:5]([N+:8]([O-:10])=[O:9])=[CH:4][C:3]=1[N+:11]([O-:13])=[O:12].[CH3:14][N:15]1[CH2:19][CH2:18][CH2:17][CH:16]1[CH2:20][CH2:21][NH2:22]>CCO>[N+:11]([C:3]1[CH:4]=[C:5]([N+:8]([O-:10])=[O:9])[CH:6]=[CH:7][C:2]=1[NH:22][CH2:21][CH2:20][CH:16]1[CH2:17][CH2:18][CH2:19][N:15]1[CH3:14])([O-:13])=[O:12]. Procedure: Chloro-2,4-dinitrobenzene 1 (1.00 g, 4.937 mmol) was dissolved in anhydrous EtOH (20 mL) in a small argon purged flask and warmed in an oil bath to 40° C. Addition of 2-(1-methylpyrrolidin-2-yl)ethanamine 30 (0.696 g, 5.431 mmol) occurred dropwise. The reaction was stirred at 65-70° C. for 24 hours. After cooling to room temperature the solvent was removed under reduced pressure and the resulting residue partitioned between H2O and ethyl acetate and 1M ammonium hydroxide solution added to adjust... The reactants are Cl (HCl), [OH-].[Na+] (NaOH), CO (methanol), C(C)OC(=O)C1=C(SC=C1C1=CC=C(C=C1)C)N1C(C2=CC=CC=C2C1=O)=O (2-(1,3-dioxo-1,3-dihydroisoindol-2-yl)-4-(4-methylphenyl)-thiophene-3-carboxylic acid ethyl ester). The solvent is O (H2O), O (water). Yields the product O=C1N(C(C2=CC=CC=C12)=O)C=1SC=C(C1C(=O)O)C1=CC=C(C=C1)C (2-(1,3-Dioxo-1,3-dihydroisoindol-2-yl)-4-(4-methylphenyl)-thiophene-3-carboxylic acid). As a reaction SMILES: [OH-].[Na+].CO.C([O:7][C:8]([C:10]1[C:14]([C:15]2[CH:20]=[CH:19][C:18]([CH3:21])=[CH:17][CH:16]=2)=[CH:13][S:12][C:11]=1[N:22]1[C:30](=[O:31])[C:29]2[C:24](=[CH:25][CH:26]=[CH:27][CH:28]=2)[C:23]1=[O:32])=[O:9])C.Cl>O>[O:32]=[C:23]1[C:24]2[C:29](=[CH:28][CH:27]=[CH:26][CH:25]=2)[C:30](=[O:31])[N:22]1[C:11]1[S:12][CH:13]=[C:14]([C:15]2[CH:16]=[CH:17][C:18]([CH3:21])=[CH:19][CH:20]=2)[C:10]=1[C:8]([OH:9])=[O:7] |f:0.1|. Procedure: To a solution of NaOH (1.4 mmol) in a 1:1 mixture of methanol:H2O (6 mL) is added 2-(1,3-dioxo-1,3-dihydroisoindol-2-yl)-4-(4-methylphenyl)-thiophene-3-carboxylic acid ethyl ester (0.7 mmol, Example 11, Part C). The mixture is heated to reflux for 90 min, then diluted with water (12 mL), chilled in an ice bath, and acidified with concentrated HCl. The product that precipitates is collected by filtration, washed with water, and dried, affording the desired compound. The reactants are [OH-].[Na+] (sodium hydroxide), [N+](=O)([O-])C=1C=C(C=CC1F)C(C)=O (3'-nitro-4'-fluoroacetophenone), ice water, O.O.[Sn](Cl)Cl (tin (II) chloride dihydrate). Run in Cl (hydrochloric acid). The product is NC=1C=C(C=CC1F)C(C)=O (3'-Amino-4'-fluoroacetophenone). The yield is 103.6%. As a reaction SMILES: [N+:1]([C:4]1[CH:5]=[C:6]([C:11](=[O:13])[CH3:12])[CH:7]=[CH:8][C:9]=1[F:10])([O-])=O.O.O.[Sn](Cl)Cl.[OH-].[Na+]>Cl>[NH2:1][C:4]1[CH:5]=[C:6]([C:11](=[O:13])[CH3:12])[CH:7]=[CH:8][C:9]=1[F:10] |f:1.2.3,4.5|. Procedure details: To a stirred mixture of 3'-nitro-4'-fluoroacetophenone (10.04 g, 55 mmol) in 72 mL of concentrated hydrochloric acid, was added tin (II) chloride dihydrate (37 grams), in portions. After approximately one third of the material had been added, a rapid rise in the internal reaction temperature (to 95° C.) was noted. The mixture was then heated to reflux for 10 minutes, this resulted in the dissolution of all solids to give a solution. The mixture was then cooled to room temperature and poured onto... The reactants are Cc1ccc(OC2CCN(C(=O)c3ccc(Br)nc3)CC2)cc1, CCC1COC(=O)N1. Yields the product CCC1COC(=O)N1c1ccc(C(=O)N2CCC(Oc3ccc(C)cc3)CC2)cn1. Reaction SMILES: [Br:1][c:2]1[cH:3][cH:4][c:5]([C:8](=[O:9])[N:10]2[CH2:11][CH2:12][CH:13]([O:16][c:17]3[cH:18][cH:19][c:20]([CH3:23])[cH:21][cH:22]3)[CH2:14][CH2:15]2)[cH:6][n:7]1.[CH2:24]([CH3:25])[CH:26]1[NH:27][C:28](=[O:31])[O:29][CH2:30]1>>[c:2]1([N:27]2[CH:26]([CH2:24][CH3:25])[CH2:30][O:29][C:28]2=[O:31])[cH:3][cH:4][c:5]([C:8](=[O:9])[N:10]2[CH2:11][CH2:12][CH:13]([O:16][c:17]3[cH:18][cH:19][c:20]([CH3:23])[cH:21][cH:22]3)[CH2:14][CH2:15]2)[cH:6][n:7]1. Starting materials: BrC1=CC(=C(C=C1)S(=O)(=O)Cl)OC(F)(F)F (4-bromo-2-trifluoromethoxy-benzenesulfonyl chloride), C(C1=CC=CC=C1)OC(N[C@@H]1CC[C@H](CC1)CNC1=NC2=CC=CC=C2C(=N1)N(C)C)=O (trans-{4-[(4-dimethylamino-quinazolin-2-ylamino)-methyl]-cyclohexyl}-carbamic acid benzyl ester), C(C)(C)N(CC)C(C)C (diisopropylethylamine). Reagents/catalysts: [Pd] (Pd/C). Solvent: C(Cl)Cl (CH2Cl2), CO (MeOH), C(Cl)Cl (CH2Cl2). Conditions: temperature 50 celsius, time 8 hour. The product is BrC1=CC(=C(C=C1)S(=O)(=O)N[C@@H]1CC[C@H](CC1)CNC1=NC2=CC=CC=C2C(=N1)N(C)C)OC(F)(F)F (trans-4-bromo-N-{4-[(4-dimethylamino-quinazolin-2-ylamino)-methyl]-cyclohexyl}-2-trifluoromethoxy-benzenesulfonamide). Isolated yield 80.8%. As a reaction SMILES: C(OC(=O)[NH:10][C@H:11]1[CH2:16][CH2:15][C@H:14]([CH2:17][NH:18][C:19]2[N:28]=[C:27]([N:29]([CH3:31])[CH3:30])[C:26]3[C:21](=[CH:22][CH:23]=[CH:24][CH:25]=3)[N:20]=2)[CH2:13][CH2:12]1)C1C=CC=CC=1.C(N(C(C)C)CC)(C)C.[Br:42][C:43]1[CH:48]=[CH:47][C:46]([S:49](Cl)(=[O:51])=[O:50])=[C:45]([O:53][C:54]([F:57])([F:56])[F:55])[CH:44]=1>CO.C(Cl)Cl.[Pd]>[Br:42][C:43]1[CH:48]=[CH:47][C:46]([S:49]([NH:10][C@H:11]2[CH2:16][CH2:15][C@H:14]([CH2:17][NH:18][C:19]3[N:28]=[C:27]([N:29]([CH3:31])[CH3:30])[C:26]4[C:21](=[CH:22][CH:23]=[CH:24][CH:25]=4)[N:20]=3)[CH2:13][CH2:12]2)(=[O:51])=[O:50])=[C:45]([O:53][C:54]([F:57])([F:56])[F:55])[CH:44]=1. Reported procedure: To a suspension of trans-{4-[(4-dimethylamino-quinazolin-2-ylamino)-methyl]-cyclohexyl}-carbamic acid benzyl ester (500 mg, 1.15 mmol) in MeOH (5 mL) was added 5% Pd/C (50 mg). The mixture was stirred at ambient temperature under hydrogen atmosphere for 2 hr, at 50° C. for 8 hr, and at ambient temperature for 10.5 hr, filtered, and concentrated to give a colorless oil. To a solution of the above oil in CH2Cl2 (5 mL) was added diisopropylethylamine (420 μL, 2.41 mmol). The mixture was cooled to 4... Reactants: Brc1csc(Br)n1, Cc1cc(-c2ccc(C(F)(F)F)cc2)cc(I)n1. The product is Cc1cc(-c2ccc(C(F)(F)F)cc2)cc(-c2nc(Br)cs2)n1. Reaction SMILES: [Br:19][c:20]1[s:21][cH:22][c:23]([Br:25])[n:24]1.[I:1][c:2]1[n:3][c:4]([CH3:18])[cH:5][c:6](-[c:8]2[cH:9][cH:10][c:11]([C:14]([F:15])([F:16])[F:17])[cH:12][cH:13]2)[cH:7]1>>[c:2]1(-[c:20]2[s:21][cH:22][c:23]([Br:25])[n:24]2)[n:3][c:4]([CH3:18])[cH:5][c:6](-[c:8]2[cH:9][cH:10][c:11]([C:14]([F:15])([F:16])[F:17])[cH:12][cH:13]2)[cH:7]1. Starting materials: BrCCCc1ccccc1, Cl, CCOC(=O)C(F)(F)F, I, [Mg], C1CCOC1. The product is O=C(CCCc1ccccc1)C(F)(F)F. As a reaction SMILES: [Br:2][CH2:3][CH2:4][CH2:5][c:6]1[cH:7][cH:8][cH:9][cH:10][cH:11]1.[ClH:22].[F:13][C:14]([C:15](=[O:16])[O:17][CH2:18][CH3:19])([F:20])[F:21].[I:12].[Mg:1].[O:23]1[CH2:24][CH2:25][CH2:26][CH2:27]1>>[CH2:3]([CH2:4][CH2:5][c:6]1[cH:7][cH:8][cH:9][cH:10][cH:11]1)[C:15]([C:14]([F:13])([F:20])[F:21])=[O:16].